Dataset: the Open Reaction Database (ORD), a public repository of structured organic reaction records. Task: describe an organic reaction: reactants, conditions, products, and yield Starting materials: C(CCCCCCCC)=O (nonanal), C=CCCCCCC (1-octene), CN1C(CCC1)=O (N-methylpyrrolidone). Solvent: O (water). Reaction conditions: time 5 day. Yields the product O.C(CCCCCCCC)=O (nonanal hydrate). Reaction SMILES: [CH:1](=[O:10])[CH2:2][CH2:3][CH2:4][CH2:5][CH2:6][CH2:7][CH2:8][CH3:9].C=CCCCCCC.CN1CCCC1=O>O>[OH2:10].[CH:1](=[O:10])[CH2:2][CH2:3][CH2:4][CH2:5][CH2:6][CH2:7][CH2:8][CH3:9] |f:4.5|. Reported procedure: 50 grams crude nonanal made by hydroformylation of 1-octene was mixed with 3 grams N-methylpyrrolidone and 100 grams water. The mixture was left in the refrigerator (about 0° C.) for five days. Large quantities of solid nonanal hydrate formed within 24 hours. The solid hydrate was filtered and washed successively with 350 ml methanol and 350 ml hexane. Samples were retained for Gas Chromatographic analysis at each stage of the washings. 44 grams of a waxy powder (purified hydrate) was isolated. ...